This data is from the Open Reaction Database (ORD), a public repository of structured organic reaction records. The task is: describe an organic reaction: reactants, conditions, products, and yield The reactants are ClC1=CC=C(C=C1)C1=CC(=NN1C1=CC=C(C=C1)S(=O)(=O)N)C(F)(F)F (4-[5-(4-chlorophenyl)-3-trifluoromethyl-1H-pyrazol-1-yl]benzenesulfonamide), C(C)(=O)O (acetic acid), ClCl (chlorine). The solvent is O (water). The product is ClC1=CC=C(C=C1)C1=C(C(=NN1C1=CC=C(C=C1)S(=O)(=O)N)C(F)(F)F)Cl (4-[5-(4-chlorophenyl)-4-chloro-3-trifluoromethyl-1H-pyrazol-1-yl]benzenesulfonamide). The yield is 75.0%. Reaction SMILES: [Cl:1][C:2]1[CH:7]=[CH:6][C:5]([C:8]2[N:12]([C:13]3[CH:18]=[CH:17][C:16]([S:19]([NH2:22])(=[O:21])=[O:20])=[CH:15][CH:14]=3)[N:11]=[C:10]([C:23]([F:26])([F:25])[F:24])[CH:9]=2)=[CH:4][CH:3]=1.C(O)(=O)C.[Cl:31]Cl>O>[Cl:1][C:2]1[CH:7]=[CH:6][C:5]([C:8]2[N:12]([C:13]3[CH:14]=[CH:15][C:16]([S:19]([NH2:22])(=[O:21])=[O:20])=[CH:17][CH:18]=3)[N:11]=[C:10]([C:23]([F:24])([F:25])[F:26])[C:9]=2[Cl:31])=[CH:4][CH:3]=1. Procedure: A 100 mL three-necked round-bottomed flask equipped with reflux condenser, gas dispersion tube and provisions for magnetic stirring was charged with 4-[5-(4-chlorophenyl)-3-trifluoromethyl-1H-pyrazol-1-yl]benzenesulfonamide (500 mg, 1.2 mmol) and 50 mL of glacial acetic acid. The solution was stirred at room temperature and treated with a stream of chlorine gas for a period of 15 minutes. The solution was then stirred at room temperature for 1.25 hours and then diluted with 100 mL of water. The ... Run at time 1 hour. Procedure details: To a solution of 0.405 g (1 mmol) of methyl (3,5-difluorophenyl)[1-(diphenylmethyl) azetidin-3-ylidene]acetate in 2 mL of dry THF was added 0.284 g (2 mmol) of 1-chloroethyl chloroformate and the solution was stirred at room temperature. After 1 h, the solution was concentrated and the residue was triturated with 2 mL of 10% ether-hexane. This was decanted and the solid residue was dissolved in methanol and heated to reflux for 6 h. The solution was concentrated to afford the title compound as t... RXN SMILES: [F:1][C:2]1[CH:3]=[C:4]([C:9](=[C:14]2[CH2:17][N:16](C(C3C=CC=CC=3)C3C=CC=CC=3)[CH2:15]2)[C:10]([O:12][CH3:13])=[O:11])[CH:5]=[C:6]([F:8])[CH:7]=1.ClC(OC(Cl)C)=O>C1COCC1>[NH:16]1[CH2:17][C:14](=[C:9]([C:4]2[CH:5]=[C:6]([F:8])[CH:7]=[C:2]([F:1])[CH:3]=2)[C:10]([O:12][CH3:13])=[O:11])[CH2:15]1. Solvent: C1CCOC1 (THF). Yields the product N1CC(C1)=C(C(=O)OC)C1=CC(=CC(=C1)F)F (Methyl azetidin-3-ylidene(3,5-difluorophenyl)acetate), hydrochloride salt. Starting materials: FC=1C=C(C=C(C1)F)C(C(=O)OC)=C1CN(C1)C(C1=CC=CC=C1)C1=CC=CC=C1 (methyl (3,5-difluorophenyl)[1-(diphenylmethyl) azetidin-3-ylidene]acetate), ClC(=O)OC(C)Cl (1-chloroethyl chloroformate). Product: C(C1=CC=C(C(=O)[O-])C=C1)(=O)[O-].[Na+].[Na+] (disodium terephthalate). Starting materials: C(C1=CC=C(C(=O)O)C=C1)(=O)O (terephthalic acid), [OH-].[Na+] (sodium hydroxide), S(=O)(=O)([O-])[O-].[Na+].[Na+] (sodium sulfate), C(C1=CC=C(C(=O)O)C=C1)(=O)O (terephthalic acid), [OH-].[Na+] (sodium hydroxide). Reported procedure: An aqueous solution of 2 (wt)% sodium sulfate, approximately 0.14 moles/liter of water, was used as the pH neutral anolyte. The catholyte consisted of water, terephthalic acid, and sodium hydroxide. The cathode was mercury. The terephthalic acid reacted with the sodium hydroxide to form disodium terephthalate. The pH at the beginning of the electrochemical reaction was 7.2. As the reaction progressed, the pH increased to 12.9 at the end of the electrolysis. No attempt was made to maintain a neut... RXN SMILES: S([O-])([O-])(=O)=O.[Na+:6].[Na+].[C:8]([OH:19])(=[O:18])[C:9]1[CH:17]=[CH:16][C:12]([C:13]([OH:15])=[O:14])=[CH:11][CH:10]=1.[OH-].[Na+]>[Hg].O>[C:8]([O-:19])(=[O:18])[C:9]1[CH:17]=[CH:16][C:12]([C:13]([O-:15])=[O:14])=[CH:11][CH:10]=1.[Na+:6].[Na+:6] |f:0.1.2,4.5,8.9.10|. The reagents and catalysts are [Hg] (mercury). The solvent is O (water), O (water). The reactants are CC(Oc1ccc(-c2cnc3ncc(C4(c5ccc6ncccc6c5)CC4)n3c2)cc1F)C(=O)OC(C)(C)C, ClCCl, O=C(O)C(F)(F)F. Product: CC(Oc1ccc(-c2cnc3ncc(C4(c5ccc6ncccc6c5)CC4)n3c2)cc1F)C(=O)O. RXN SMILES: [C:1]([CH3:2])([CH3:3])([CH3:4])[O:5][C:6]([CH:7]([CH3:8])[O:9][c:10]1[c:11]([F:38])[cH:12][c:13](-[c:16]2[cH:17][n:18][c:19]3[n:20]([cH:21]2)[c:22]([C:25]2([c:28]4[cH:29][c:30]5[cH:31][cH:32][cH:33][n:34][c:35]5[cH:36][cH:37]4)[CH2:26][CH2:27]2)[cH:23][n:24]3)[cH:14][cH:15]1)=[O:39].[CH2:40]([Cl:41])[Cl:42].[OH:43][C:44]([C:45]([F:46])([F:47])[F:48])=[O:49]>>[O:5]=[C:6]([CH:7]([CH3:8])[O:9][c:10]1[c:11]([F:38])[cH:12][c:13](-[c:16]2[cH:17][n:18][c:19]3[n:20]([cH:21]2)[c:22]([C:25]2([c:28]4[cH:29][c:30]5[cH:31][cH:32][cH:33][n:34][c:35]5[cH:36][cH:37]4)[CH2:26][CH2:27]2)[cH:23][n:24]3)[cH:14][cH:15]1)[OH:39]. Reactants: FC1=C(C(=O)NC=2C=CC3=C(N=C(S3)C)C2)C=CC=N1 (2-Fluoro-N-(2-methyl-benzothiazol-5-yl)-nicotinamide), N1N=CC=2C1=NC=CC2CN (C-(1H-pyrazolo[3,4-b]pyridin-4-yl)-methylamine), CCN(C(C)C)C(C)C (DIEA), N1N=CC=2C1=NC=CC2CN (C-(1H-pyrazolo[3,4-b]pyridin-4-yl)-methylamine), CCN(C(C)C)C(C)C (DIEA). Run in CN1CCCC1=O (NMP). Run at temperature 120 celsius. Yields the product CC=1SC2=C(N1)C=C(C=C2)NC(=O)C=2C(=NC=CC2)NCC2=C1C(=NC=C2)NN=C1 (N-(2-methyl-1,3-benzothiazol-5-yl)-2-((1H-pyrazolo[3,4-b]pyridin-4-ylmethyl)amino)-3-pyridinecarboxamide). As a reaction SMILES: F[C:2]1[N:20]=[CH:19][CH:18]=[CH:17][C:3]=1[C:4]([NH:6][C:7]1[CH:8]=[CH:9][C:10]2[S:14][C:13]([CH3:15])=[N:12][C:11]=2[CH:16]=1)=[O:5].[NH:21]1[C:25]2=[N:26][CH:27]=[CH:28][C:29]([CH2:30][NH2:31])=[C:24]2[CH:23]=[N:22]1.CCN(C(C)C)C(C)C>CN1C(=O)CCC1>[CH3:15][C:13]1[S:14][C:10]2[CH:9]=[CH:8][C:7]([NH:6][C:4]([C:3]3[C:2]([NH:31][CH2:30][C:29]4[CH:28]=[CH:27][N:26]=[C:25]5[NH:21][N:22]=[CH:23][C:24]=45)=[N:20][CH:19]=[CH:18][CH:17]=3)=[O:5])=[CH:16][C:11]=2[N:12]=1. Procedure details: 2-Fluoro-N-(2-methyl-benzothiazol-5-yl)-nicotinamide (100 mg, 0.348 mmol) was dissolved in NMP (0.5 mL), then C-(1H-pyrazolo[3,4-b]pyridin-4-yl)-methylamine (52 mg, 0.348 mmol) and DIEA (91 μL, 0.522 mmol) were added. The reaction was heated at 120° C. for 20 h. Additional C-(1H-pyrazolo[3,4-b]pyridin-4-yl)-methylamine (25 mg, 0.174 mmol) and DIEA (91 μL, 0.522 mmol) were added and the mixture was heated at 120° C. for another 23 h. The mixture was partitioned between H2O and EtOAc then extracte... The reactants are CO (MeOH), C1(CC1)N(C(C(CNCCCCCC(=O)OC)CC1=CC=C(C=C1)OCCOC1=C(C=C(C=C1Cl)C)Cl)=O)CC1=C(C(=CC=C1)Cl)Cl (Methyl 6-[(3-[cyclopropyl(2,3-dichlorobenzyl)amino]-2-{4-[2-(2,6-dichloro-4-methylphenoxy)ethoxy]benzyl}-3-oxopropyl)amino]hexanoate), [OH-].[Na+] (sodium hydroxide). The solvent is C1CCOC1 (THF). The product is C1(CC1)N(C(C(CNCCCCCC(=O)O)CC1=CC=C(C=C1)OCCOC1=C(C=C(C=C1Cl)C)Cl)=O)CC1=C(C(=CC=C1)Cl)Cl (6-[(3-[Cyclopropyl(2,3-dichlorobenzyl)amino]-2-{4-[2-(2,6-dichloro-4-methylphenoxy)ethoxy]benzyl}-3-oxopropyl)amino]hexanoic acid). RXN SMILES: [CH:1]1([N:4]([CH2:39][C:40]2[CH:45]=[CH:44][CH:43]=[C:42]([Cl:46])[C:41]=2[Cl:47])[C:5](=[O:38])[CH:6]([CH2:18][C:19]2[CH:24]=[CH:23][C:22]([O:25][CH2:26][CH2:27][O:28][C:29]3[C:34]([Cl:35])=[CH:33][C:32]([CH3:36])=[CH:31][C:30]=3[Cl:37])=[CH:21][CH:20]=2)[CH2:7][NH:8][CH2:9][CH2:10][CH2:11][CH2:12][CH2:13][C:14]([O:16]C)=[O:15])[CH2:3][CH2:2]1.CO.[OH-].[Na+]>C1COCC1>[CH:1]1([N:4]([CH2:39][C:40]2[CH:45]=[CH:44][CH:43]=[C:42]([Cl:46])[C:41]=2[Cl:47])[C:5](=[O:38])[CH:6]([CH2:18][C:19]2[CH:24]=[CH:23][C:22]([O:25][CH2:26][CH2:27][O:28][C:29]3[C:34]([Cl:35])=[CH:33][C:32]([CH3:36])=[CH:31][C:30]=3[Cl:37])=[CH:21][CH:20]=2)[CH2:7][NH:8][CH2:9][CH2:10][CH2:11][CH2:12][CH2:13][C:14]([OH:16])=[O:15])[CH2:2][CH2:3]1 |f:2.3|. Reported procedure: Methyl 6-[(3-[cyclopropyl(2,3-dichlorobenzyl)amino]-2-{4-[2-(2,6-dichloro-4-methylphenoxy)ethoxy]benzyl}-3-oxopropyl)amino]hexanoate (Example 20, 1 eq.) was dissolved in a 2:1 (v/v) THF:MeOH solution (0.01 M). To this was then added sodium hydroxide (1.0 M aqueous solution, 3 eq.) and the resulting solution was stirred at RT for 18 h. The volatiles were then removed in vacuo. Following careful acidification of the resulting residue to a pH of ˜4 with 10% aq. HCl, the mixture was saturated with s... Conditions: time 8 hour. RXN SMILES: [OH-].[Li+].CO.O.[F:6][C:7]1[CH:12]=[CH:11][C:10]([CH2:13][O:14][C:15]2[CH:31]=[CH:30][C:29]([CH:32]=[O:33])=[CH:28][C:16]=2[C:17]([O:19]CC2C=CC(F)=CC=2)=[O:18])=[CH:9][CH:8]=1>O1CCCC1>[F:6][C:7]1[CH:8]=[CH:9][C:10]([CH2:13][O:14][C:15]2[CH:31]=[CH:30][C:29]([CH:32]=[O:33])=[CH:28][C:16]=2[C:17]([OH:19])=[O:18])=[CH:11][CH:12]=1 |f:0.1|. The product is FC1=CC=C(C=C1)COC1=C(C(=O)O)C=C(C=C1)C=O (2-{[(4-Fluorophenyl)methyl]oxy}-5-formylbenzoic acid). Reported procedure: Lithium hydroxide (0.75 g, 31.4 mmol), methanol (25 ml) and water (25 ml) were added to a solution of (4-fluorophenyl)methyl 2-{[(4-fluorophenyl)methyl]oxy}-5-formylbenzoate (may be prepared as described in Description 104; 4 g, 10.46 mmol) in tetrahydrofuran (100 ml). The mixture was stirred at room temperature overnight. The mixture was evaporated to half volume, diluted with water (100 ml) and acidified with 1M aqueous hydrochloric acid to adjust the pH to 1. The mixture was stirred at room t... The reactants are [OH-].[Li+] (Lithium hydroxide), CO (methanol), O (water), FC1=CC=C(C=C1)COC1=C(C(=O)OCC2=CC=C(C=C2)F)C=C(C=C1)C=O ((4-fluorophenyl)methyl 2-{[(4-fluorophenyl)methyl]oxy}-5-formylbenzoate). Solvent: O1CCCC1 (tetrahydrofuran).